From a dataset of the Open Reaction Database (ORD), a public repository of structured organic reaction records. describe an organic reaction: reactants, conditions, products, and yield The reactants are C[O-].[Na+] (sodium methoxide), ClC=1C2=C(N=CN1)N(C=C2)[C@@H]2O[C@@H]([C@H]([C@]2(O)C#C)OC(C2=CC=C(C=C2)C)=O)COC(C2=CC=C(C=C2)C)=O ((2R,3R,4R,5R)-2-(4-Chloro-pyrrolo[2,3-d]pyrimidin-7-yl)-4-(4-methylbenzoyloxy)-5-(4-methylbenzoyloxymethyl)-3-ethynyl-tetrahydro-furan-3-ol), Cl (HCl). The solvent is CO (methanol), C(Cl)Cl (CH2Cl2), CO (MeOH). Conditions: time 15 minute. Product: ClC=1C2=C(N=CN1)N(C=C2)[C@@H]2O[C@@H]([C@H]([C@]2(O)C#C)O)CO ((2R,3R,4R,5R)-2-(4-Chloro-pyrrolo[2,3-d]pyrimidin-7-yl)-3-ethynyl-5-hydroxymethyl-tetrahydrofuran-3,4-diol). Reaction SMILES: [Cl:1][C:2]1[C:3]2[CH:10]=[CH:9][N:8]([C@H:11]3[C@:15]([C:17]#[CH:18])([OH:16])[C@H:14]([O:19]C(=O)C4C=CC(C)=CC=4)[C@@H:13]([CH2:29][O:30]C(=O)C4C=CC(C)=CC=4)[O:12]3)[C:4]=2[N:5]=[CH:6][N:7]=1.C[O-].[Na+].Cl>CO.C(Cl)Cl>[Cl:1][C:2]1[C:3]2[CH:10]=[CH:9][N:8]([C@H:11]3[C@:15]([C:17]#[CH:18])([OH:16])[C@H:14]([OH:19])[C@@H:13]([CH2:29][OH:30])[O:12]3)[C:4]=2[N:5]=[CH:6][N:7]=1 |f:1.2|. Procedure: Crude intermediate (2R,3R,4R,5R)-2-(4-Chloro-pyrrolo[2,3-d]pyrimidin-7-yl)-4-(4-methylbenzoyloxy)-5-(4-methylbenzoyloxymethyl)-3-ethynyl-tetrahydro-furan-3-ol (434 mg, 0.74 mmol) is dissolved in MeOH (5 ml) and CH2Cl2 (5 ml). 30% sodium methoxide in methanol solution (1.38 ml, 7.4 mmol, 10 equiv.) is added and the mixture is stirred at room temperature for 15 mins. The mixture is neutralized to pH 7.0 by addition of 1N HCl solution and evaporated under vacuum to dry, purified by flash chromatogr... The reactants are C(C)N(C(C)C)C(C)C (N-ethyldiisopropylamine), ClC(=O)OCC (ethyl chloroformate), C(C)N(C(C)C)C(C)C (N-ethyldiisopropylamine), Cl.COC1=CC=C(C2=C1N=C(S2)C=2NC1=C(CNCC1)N2)N2CCOCC2 (2-(4-methoxy-7-morpholin-4-yl-benzothiazol-2-yl)-4,5,6,7-tetrahydro-1H-imidazo[4,5-c]pyridine hydrochloride), ClC(=O)OCC (ethyl chloroformate), C(C1=CC=CC=C1)N (benzylamine). Solvent: O1CCCC1 (tetrahydrofurane), O1CCCC1 (tetrahydrofurane). Run at time 4 hour. Product: C(C)OC(=O)N1CC2=C(CC1)NC(=N2)C=2SC1=C(N2)C(=CC=C1N1CCOCC1)OC (2-(4-methoxy-7-morpholin-4-yl-benzothiazol-2-yl)-1,4,6,7-tetrahydro-imidazo[4,5-c]pyridine-5-carboxylic acid ethyl ester). Yield: 25.0%. Reaction SMILES: Cl.[CH3:2][O:3][C:4]1[C:9]2[N:10]=[C:11]([C:13]3[NH:14][C:15]4[CH2:20][CH2:19][NH:18][CH2:17][C:16]=4[N:21]=3)[S:12][C:8]=2[C:7]([N:22]2[CH2:27][CH2:26][O:25][CH2:24][CH2:23]2)=[CH:6][CH:5]=1.C(N(C(C)C)C(C)C)C.Cl[C:38]([O:40][CH2:41][CH3:42])=[O:39].C(N)C1C=CC=CC=1>O1CCCC1>[CH2:41]([O:40][C:38]([N:18]1[CH2:19][CH2:20][C:15]2[NH:14][C:13]([C:11]3[S:12][C:8]4[C:7]([N:22]5[CH2:23][CH2:24][O:25][CH2:26][CH2:27]5)=[CH:6][CH:5]=[C:4]([O:3][CH3:2])[C:9]=4[N:10]=3)=[N:21][C:16]=2[CH2:17]1)=[O:39])[CH3:42] |f:0.1|. Procedure: To a suspension of 0.01 g 2-(4-methoxy-7-morpholin-4-yl-benzothiazol-2-yl)-4,5,6,7-tetrahydro-1H-imidazo[4,5-c]pyridine hydrochloride in 0.8 ml tetrahydrofurane were added at 0–4° C. 0.06 ml N-ethyldiisopropylamine and 0.003 ml ethyl chloroformate in 0.26 ml tetrahydrofurane. The mixture was refluxed over night, additional 0.06 ml N-ethyldiisopropylamine and 0.05 ml ethyl chloroformate were added and heating was continued for 4 hours. 0.015 ml benzylamine were added and the mixture was kept at 8... Starting materials: N (NH3), ClC=1C=2N(C=CN1)C(=NC2C2=CC=C(C=C2)OC2=CC=CC=C2)C2CC2 (8-chloro-3-cyclopropyl-1-(4-phenoxyphenyl)-imidazo[1,5-a]pyrazine). Solvent: O (H2O), CC(CC)O (2-butanol). Conditions: time 8 hour. The product is C1(CC1)C1=NC(=C2N1C=CN=C2N)C2=CC=C(C=C2)OC2=CC=CC=C2 (3-Cyclopropyl-1-(4-phenoxyphenyl)-imidazo[1,5-a]pyrazin-8-ylamine). RXN SMILES: [NH3:1].Cl[C:3]1[C:4]2[N:5]([C:9]([CH:25]3[CH2:27][CH2:26]3)=[N:10][C:11]=2[C:12]2[CH:17]=[CH:16][C:15]([O:18][C:19]3[CH:24]=[CH:23][CH:22]=[CH:21][CH:20]=3)=[CH:14][CH:13]=2)[CH:6]=[CH:7][N:8]=1>O.CC(O)CC>[CH:25]1([C:9]2[N:5]3[CH:6]=[CH:7][N:8]=[C:3]([NH2:1])[C:4]3=[C:11]([C:12]3[CH:17]=[CH:16][C:15]([O:18][C:19]4[CH:24]=[CH:23][CH:22]=[CH:21][CH:20]=4)=[CH:14][CH:13]=3)[N:10]=2)[CH2:27][CH2:26]1. Procedure details: A solution of NH3 in H2O (20 M, 2 mL) was added to a suspension of 8-chloro-3-cyclopropyl-1-(4-phenoxyphenyl)-imidazo[1,5-a]pyrazine (33 mg, 0.091 mmol) in 2-butanol (0.4 mL). The mixture was heated in an oil bath set at 105° C. overnight. Reaction mixture was concentrated in vacuo and purification by prep TLC (4% MeOH in DCM as eluent) afforded the title compound as a solid. 1H NMR (400 MHz, CDCl3): δ 0.95-1.22 (m, 4H), 1.93-2.09 (m, 1H), 5.10 (br. s., 2H), 7.02-7.18 (m, 6H), 7.32-7.44 (m, 3H),... The reactants are BrC1=C(C2=C(N=C(N=C2)S(=O)C)N(C1=O)C1CCCC1)C (6-bromo-8-cyclopentyl-2-methanesulfinyl-5-methyl-8H-pyrido[2,3-d]pyrimidin-7-one), COC1=CC=C(CN)C=C1 (4-methoxybenzylamine). Run in C1(=CC=CC=C1)C (toluene). The product is BrC1=C(C2=C(N=C(N=C2)NCC2=CC=C(C=C2)OC)N(C1=O)C1CCCC1)C (6-bromo-8-cyclopentyl-2-(4-methoxy-benzylamino)-5-methyl-8H-pyrido[2,3-d]pyrimidin-7-one). Yield: 86.9%. Reaction SMILES: [Br:1][C:2]1[C:14](=[O:15])[N:13]([CH:16]2[CH2:20][CH2:19][CH2:18][CH2:17]2)[C:5]2[N:6]=[C:7](S(C)=O)[N:8]=[CH:9][C:4]=2[C:3]=1[CH3:21].[CH3:22][O:23][C:24]1[CH:31]=[CH:30][C:27]([CH2:28][NH2:29])=[CH:26][CH:25]=1>C1(C)C=CC=CC=1>[Br:1][C:2]1[C:14](=[O:15])[N:13]([CH:16]2[CH2:20][CH2:19][CH2:18][CH2:17]2)[C:5]2[N:6]=[C:7]([NH:29][CH2:28][C:27]3[CH:30]=[CH:31][C:24]([O:23][CH3:22])=[CH:25][CH:26]=3)[N:8]=[CH:9][C:4]=2[C:3]=1[CH3:21]. Reported procedure: A suspension of 6-bromo-8-cyclopentyl-2-methanesulfinyl-5-methyl-8H-pyrido[2,3-d]pyrimidin-7-one (1.00 g, 2.70 mmol) and 4-methoxybenzylamine (0.39 mL, 4.0 mmol) in toluene (15 mL) was heated under reflux for 2 hours. The solution was cooled, and the resulting solid was collected by filtration to give 6-bromo-8-cyclopentyl-2-(4-methoxy-benzylamino)-5-methyl-8H-pyrido[2,3-d]pyrimidin-7-one (1.04 g, 86.4%). 1H NMR δ(400 MHz, CDCl3) 1.6 (m, 2H), 1.8 (m, 2H), 2.0 (m, 2H), 2.2 (m, 2H), 2.53 (s, 3H), ...